From a dataset of the Open Reaction Database (ORD), a public repository of structured organic reaction records. describe an organic reaction: reactants, conditions, products, and yield Reactants: ice, OS(=O)(=O)O (H2SO4), COC=1C(C=2CCCCC2C(C1)=O)=O (2-methoxy-5,6,7,8-tetrahydronaphthalene-1,4-dione), [N-]=[N+]=[N-].[Na+] (NaN3). Solvent: CO (MeOH). Conditions: time 16 hour. Product: COC=1C(NC2=C(C(C1)=O)CCCC2)=O (3-Methoxy-6,7,8,9-tetrahydro-1H-1-benzazepine-2,5-dione). Isolated yield 43.3%. As a reaction SMILES: OS(O)(=O)=O.[CH3:6][O:7][C:8]1[C:9](=[O:19])[C:10]2[CH2:11][CH2:12][CH2:13][CH2:14][C:15]=2[C:16](=[O:18])[CH:17]=1.[N-:20]=[N+]=[N-].[Na+]>CO>[CH3:6][O:7][C:8]1[C:9](=[O:19])[NH:20][C:10]2[CH2:11][CH2:12][CH2:13][CH2:14][C:15]=2[C:16](=[O:18])[CH:17]=1 |f:2.3|. Reported procedure: To stirred, ice bath cold, concd H2SO4 (10 mL, Baker), there was added 2-methoxy-5,6,7,8-tetrahydronaphthalene-1,4-dione (600 mg, 3.12 mmol) in portions. A deep red solution resulted. To this cold solution, NaN3 (406 mg, 6.24 mmol, Aldrich) was added in portions. The reaction was allowed to slowly attain rt with stirring under N2. Gas evolution was noted. After 16 h, the reaction was judged complete by TLC analysis (10% MeOH/90% CHCl3). The reaction was added to crushed ice (100 mL) to give a ye... Reactants: O=C(Oc1ccc([N+](=O)[O-])cc1)OC1COCOC1, CCN(C(C)C)C(C)C, ClCCl, Cl, COc1ccc(S(=O)(=O)N(CC(O)C(N)Cc2ccccc2)CC(C)(C)CCC#N)cc1. Product: COc1ccc(S(=O)(=O)N(CC(O)C(Cc2ccccc2)NC(=O)OC2COCOC2)CC(C)(C)CCC#N)cc1. Reaction SMILES: [C:43]([O:44][CH:45]1[CH2:46][O:47][CH2:48][O:49][CH2:50]1)([O:51][c:53]1[cH:54][cH:55][c:56]([N+:57]([O-:58])=[O:59])[cH:60][cH:61]1)=[O:52].[CH:34]([N:35]([CH:36]([CH3:37])[CH3:38])[CH2:39][CH3:40])([CH3:41])[CH3:42].[Cl:62][CH2:63][Cl:64].[ClH:1].[NH2:2][CH:3]([CH:4]([CH2:5][N:6]([S:7](=[O:8])(=[O:9])[c:10]1[cH:11][cH:12][c:13]([O:16][CH3:17])[cH:14][cH:15]1)[CH2:18][C:19]([CH2:20][CH2:21][C:22]#[N:23])([CH3:24])[CH3:25])[OH:26])[CH2:27][c:28]1[cH:29][cH:30][cH:31][cH:32][cH:33]1>>[NH:2]([CH:3]([CH:4]([CH2:5][N:6]([S:7](=[O:8])(=[O:9])[c:10]1[cH:11][cH:12][c:13]([O:16][CH3:17])[cH:14][cH:15]1)[CH2:18][C:19]([CH2:20][CH2:21][C:22]#[N:23])([CH3:24])[CH3:25])[OH:26])[CH2:27][c:28]1[cH:29][cH:30][cH:31][cH:32][cH:33]1)[C:43]([O:44][CH:45]1[CH2:46][O:47][CH2:48][O:49][CH2:50]1)=[O:51]. Starting materials: BrC=1C=NC(=C(C#N)C1)F (5-Bromo-2-fluoro-nicotinonitrile), F[C@@H]1CNCC1 ((S)-(+)-3-fluoropyrrolidine), TEA. Solvent: CC#N (MeCN). Reaction conditions: time 2 hour. The product is BrC=1C=NC(=C(C#N)C1)N1C[C@H](CC1)F (5-Bromo-2-((S)-3-fluoro-pyrrolidin-1-yl)-nicotinonitrile), solid. The yield is 94.0%. As a reaction SMILES: [Br:1][C:2]1[CH:3]=[N:4][C:5](F)=[C:6]([CH:9]=1)[C:7]#[N:8].[F:11][C@H:12]1[CH2:16][CH2:15][NH:14][CH2:13]1>CC#N>[Br:1][C:2]1[CH:3]=[N:4][C:5]([N:14]2[CH2:15][CH2:16][C@H:12]([F:11])[CH2:13]2)=[C:6]([CH:9]=1)[C:7]#[N:8]. Procedure: 5-Bromo-2-fluoro-nicotinonitrile (4) (5.0 g, 24.9 mmol) and (S)-(+)-3-fluoropyrrolidine (3.3 g, 25.9 mmol) were dissolved in dry MeCN (100 mL). TEA (8.0 mL, 57.4 mol) was added and the mixture stirred at rt for 2 hours. The solvent was evaporated in vacuo and the residue partitioned between H2O (100 mL) and EtOAc (100 mL). The organic phase was washed with saturated brine solution (100 mL), then dried (MgSO4), filtered and the solvent evaporated in vacuo. The residue was dissolved in DCM (100 mL... The reactants are BrC1=CNC=2N=CN=C(C21)Cl (5-bromo-4-chloro-7H-pyrrolo[2,3-d]pyrimidine), [H-].[Na+] (NaH), C1(=CC=CC=C1)S(=O)(=O)Cl (benzensulfonyl chloride). Run in CN(C)C=O (DMF), CN(C)C=O (DMF). Conditions: time 15 minute. The product is BrC1=CN(C=2N=CN=C(C21)Cl)S(=O)(=O)C2=CC=CC=C2 (5-bromo-4-chloro-7-(phenylsulfonyl)-7H-pyrrolo[2,3-d]pyrimidine). The yield is 87.0%. RXN SMILES: [Br:1][C:2]1[C:10]2[C:9]([Cl:11])=[N:8][CH:7]=[N:6][C:5]=2[NH:4][CH:3]=1.[H-].[Na+].[C:14]1([S:20](Cl)(=[O:22])=[O:21])[CH:19]=[CH:18][CH:17]=[CH:16][CH:15]=1>CN(C=O)C>[Br:1][C:2]1[C:10]2[C:9]([Cl:11])=[N:8][CH:7]=[N:6][C:5]=2[N:4]([S:20]([C:14]2[CH:19]=[CH:18][CH:17]=[CH:16][CH:15]=2)(=[O:22])=[O:21])[CH:3]=1 |f:1.2|. Procedure details: To a slurry of 5-bromo-4-chloro-7H-pyrrolo[2,3-d]pyrimidine from step A (1.17 g, 5 mmol) in DMF (10 ml) at 0° C., was added NaH (60% in mineral oil, 0.28 g, 7 mmol). After stirring 15 min., benzensulfonyl chloride (0.64 ml, 5 mmol) was added. The reaction mixture was warmed to room temperature and stirred for 2 hours, resulting in precipitation of a white solid. More DMF (5 ml) was added, and the reaction was quenched with 10 ml of water. The solid was collected by filtration and dried in vacuum... The reactants are Cl (hydrochloric acid), C(CCCC)NC(CC1=C2C(=CC(=C1)C=1NC=CN1)OCO2)=O (N-pentyl-(5-imidazolyl-2,3-methylenedioxyphenyl) acetamide), C(C)(=O)O (acetic acid), [BH4-].[Na+] (sodium borohydride). Solvent: O (water), O1CCCC1 (tetrahydrofuran), O1CCCC1 (tetrahydrofuran). Reaction conditions: time 2 hour. Product: C(CCCC)NCCC1=C2C(=CC(=C1)C=1NC=CN1)OCO2 (N-pentyl-2-(5-imidazolyl-2,3-methylenedioxyphenyl)ethylamine). Isolated yield 74.7%. Reaction SMILES: [CH2:1]([NH:6][C:7](=O)[CH2:8][C:9]1[CH:14]=[C:13]([C:15]2[NH:16][CH:17]=[CH:18][N:19]=2)[CH:12]=[C:11]2[O:20][CH2:21][O:22][C:10]=12)[CH2:2][CH2:3][CH2:4][CH3:5].C(O)(=O)C.[BH4-].[Na+].Cl>O1CCCC1.O>[CH2:1]([NH:6][CH2:7][CH2:8][C:9]1[CH:14]=[C:13]([C:15]2[NH:16][CH:17]=[CH:18][N:19]=2)[CH:12]=[C:11]2[O:20][CH2:21][O:22][C:10]=12)[CH2:2][CH2:3][CH2:4][CH3:5] |f:2.3|. Reported procedure: A solution of N-pentyl-(5-imidazolyl-2,3-methylenedioxyphenyl) acetamide (2.13 g, 6.75 mmol) and acetic acid (3.5 ml, 61.1 mmol) in tetrahydrofuran (80 ml) was added dropwise to a mixture of sodium borohydride (2.34 g, 61.9 mmol) and tetrahydrofuran (25 ml) over 20 minutes under reflux, and then stirring was continued for 2 hours under reflux. The mixture was added dropwise with water (150 ml) and concentrated hydrochloric acid (25 ml) under ice cooling and then stirring was continued at 60° C. ... Reactants: CC(C)(C)OC(=O)N1CCN(c2ccc([N+](=O)[O-])nc2)CC1, CCO, CCOC(C)=O, [H][H]. Yields the product CC(C)(C)OC(=O)N1CCN(c2ccc(N)nc2)CC1. As a reaction SMILES: [C:1]([CH3:2])([CH3:3])([CH3:4])[O:5][C:6](=[O:7])[N:8]1[CH2:9][CH2:10][N:11]([c:14]2[cH:15][n:16][c:17]([N+:20]([O-:21])=[O:22])[cH:18][cH:19]2)[CH2:12][CH2:13]1.[CH3:25][CH2:26][OH:27].[CH3:28][CH2:29][O:30][C:31](=[O:32])[CH3:33].[H:23][H:24]>>[C:1]([CH3:2])([CH3:3])([CH3:4])[O:5][C:6](=[O:7])[N:8]1[CH2:9][CH2:10][N:11]([c:14]2[cH:15][n:16][c:17]([NH2:20])[cH:18][cH:19]2)[CH2:12][CH2:13]1. The reactants are Cc1cc2nc(-c3n[nH]c4c3CN(C(=O)OC(C)(C)C)CC4)[nH]c2cc1C, CO, Cl, C1COCCO1. Product: Cc1cc2nc(-c3n[nH]c4c3CNCC4)[nH]c2cc1C. RXN SMILES: [C:1]([O:2][C:3](=[O:4])[N:8]1[CH2:9][c:10]2[c:11]([nH:14][n:15][c:16]2-[c:17]2[n:18][c:19]3[c:20]([nH:21]2)[cH:22][c:23]([CH3:27])[c:24]([CH3:26])[cH:25]3)[CH2:12][CH2:13]1)([CH3:5])([CH3:6])[CH3:7].[CH3:29][OH:30].[ClH:28].[O:31]1[CH2:32][CH2:33][O:34][CH2:35][CH2:36]1>>[NH:8]1[CH2:9][c:10]2[c:11]([nH:14][n:15][c:16]2-[c:17]2[n:18][c:19]3[c:20]([nH:21]2)[cH:22][c:23]([CH3:27])[c:24]([CH3:26])[cH:25]3)[CH2:12][CH2:13]1.